This data is from the Open Reaction Database (ORD), a public repository of structured organic reaction records. The task is: describe an organic reaction: reactants, conditions, products, and yield Reactants: O (water), FC1=CC=C(C=O)C=C1 (4-fluorobenzaldehyde), CNCC (methylethylamine), C([O-])([O-])=O.[K+].[K+] (potassium carbonate). Run in CS(=O)C (dimethylsulfoxide). Product: C(C)N(C)C1=CC=C(C=O)C=C1 (4-(N-ethyl-N-methylamino)benzaldehyde). Isolated yield 89.0%. Reaction SMILES: F[C:2]1[CH:9]=[CH:8][C:5]([CH:6]=[O:7])=[CH:4][CH:3]=1.[CH3:10][NH:11][CH2:12][CH3:13].C(=O)([O-])[O-].[K+].[K+].O>CS(C)=O>[CH2:12]([N:11]([C:2]1[CH:9]=[CH:8][C:5]([CH:6]=[O:7])=[CH:4][CH:3]=1)[CH3:10])[CH3:13] |f:2.3.4|. Reported procedure: To a solution of 4-fluorobenzaldehyde (1.5 g) and methylethylamine (1.56 mL) in dimethylsulfoxide (9 mL) was added potassium carbonate (2.17 g) and the mixture was stirred by using a microwave synthesizer (Biotage LTD.) at 120° C. for 2 hours. Thereto was added water and the mixture was extracted with ethyl acetate. The extract was dried over magnesium sulfate and concentrated in vacuo. The resultant crude product was purified by a column chromatography on silica gel (solvent; hexane/ethyl aceta... Reactants: O=[N+]([O-])c1ccccc1CBr, CN(C)C=O, O=C(c1ccccc1)c1cnc2c(C(F)(F)F)cccc2c1-c1cccc(O)c1. The product is O=C(c1ccccc1)c1cnc2c(C(F)(F)F)cccc2c1-c1cccc(OCc2ccccc2[N+](=O)[O-])c1. RXN SMILES: [Br:30][CH2:31][c:32]1[c:33]([N+:38](=[O:39])[O-:40])[cH:34][cH:35][cH:36][cH:37]1.[O:41]=[CH:42][N:43]([CH3:44])[CH3:45].[OH:1][c:2]1[cH:3][c:4](-[c:8]2[c:9]([C:22](=[O:23])[c:24]3[cH:25][cH:26][cH:27][cH:28][cH:29]3)[cH:10][n:11][c:12]3[c:13]([C:18]([F:19])([F:20])[F:21])[cH:14][cH:15][cH:16][c:17]23)[cH:5][cH:6][cH:7]1>>[O:1]([c:2]1[cH:3][c:4](-[c:8]2[c:9]([C:22](=[O:23])[c:24]3[cH:25][cH:26][cH:27][cH:28][cH:29]3)[cH:10][n:11][c:12]3[c:13]([C:18]([F:19])([F:20])[F:21])[cH:14][cH:15][cH:16][c:17]23)[cH:5][cH:6][cH:7]1)[CH2:31][c:32]1[c:33]([N+:38](=[O:39])[O-:40])[cH:34][cH:35][cH:36][cH:37]1. Reactants: [Br-], CCO, CC(C)=O, [K+], CCOC(=O)C(=NOCc1c(Cl)cccc1Cl)c1csc(N)n1, [Na+], [OH-], OCC(O)CS. The product is Nc1nc(C(=NOCc2c(Cl)cccc2Cl)C(=O)O)cs1. As a reaction SMILES: [Br-:26].[CH3:34][CH2:35][OH:36].[CH3:37][C:38](=[O:39])[CH3:40].[K+:27].[NH2:1][c:2]1[s:3][cH:4][c:5]([C:7]([C:8](=[O:9])[O:10][CH2:11][CH3:12])=[N:13][O:14][CH2:15][c:16]2[c:17]([Cl:23])[cH:18][cH:19][cH:20][c:21]2[Cl:22])[n:6]1.[Na+:25].[OH-:24].[SH:28][CH2:29][CH:30]([CH2:31][OH:32])[OH:33]>>[NH2:1][c:2]1[s:3][cH:4][c:5]([C:7]([C:8](=[O:9])[OH:10])=[N:13][O:14][CH2:15][c:16]2[c:17]([Cl:23])[cH:18][cH:19][cH:20][c:21]2[Cl:22])[n:6]1. Starting materials: C(C)(=O)C1=CC=CC=C1 (acetophenone), alcohol, [C-]#N.[Na+] (sodium cyanide), C([O-])([O-])=O.[NH4+].[NH4+] (ammonium carbonate), O (water). Yields the product CC1(C(NC(N1)=O)=O)C1=CC=CC=C1 (5-Methyl-5-phenylhydantoin). RXN SMILES: [C:1]([C:4]1[CH:9]=[CH:8][CH:7]=[CH:6][CH:5]=1)(=O)[CH3:2].[C-:10]#[N:11].[Na+].[C:13](=[O:16])([O-])[O-].[NH4+:17].[NH4+].[OH2:19]>>[CH3:2][C:1]1([C:4]2[CH:9]=[CH:8][CH:7]=[CH:6][CH:5]=2)[NH:17][C:10](=[O:19])[NH:11][C:13]1=[O:16] |f:1.2,3.4.5|. Reported procedure: 30 g of acetophenone, diluted in 250 ml of 95° alcohol, are added over 30 minutes to a mixture of 18.35 g of sodium cyanide and 125 g of ammonium carbonate in 250 ml of water and the reaction medium is heated at 60°-65° C. for 22 hours, with stirring. It is concentrated to half its volume under vacuum and the solid which has precipitated is filtered off, washed with water and ether and then dried under vacuum to give 38 g of a white solid, which is identified by IR. The reactants are [K] (potassium), C(C)(C)C1=CC=C(C=C1)O (4-isopropylphenol), BrCCCCCCBr (1,6-dibromohexane). The product is C(C)(C)C1=CC=C(OCCCCCCBr)C=C1 (6-(4-isopropylphenoxy)hexyl bromide). As a reaction SMILES: [K].[CH:2]([C:5]1[CH:10]=[CH:9][C:8]([OH:11])=[CH:7][CH:6]=1)([CH3:4])[CH3:3].[Br:12][CH2:13][CH2:14][CH2:15][CH2:16][CH2:17][CH2:18]Br>>[CH:2]([C:5]1[CH:10]=[CH:9][C:8]([O:11][CH2:18][CH2:17][CH2:16][CH2:15][CH2:14][CH2:13][Br:12])=[CH:7][CH:6]=1)([CH3:4])[CH3:3] |^1:0|. Reported procedure: The intermediate 6-(4-isopropylphenoxy)hexyl bromide was prepared from the potassium salt of 4-isopropylphenol and 1,6-dibromohexane.